This data is from the Open Reaction Database (ORD), a public repository of structured organic reaction records. The task is: describe an organic reaction: reactants, conditions, products, and yield Starting materials: C=C1CC(C(=O)OC)C(c2ccccc2)C1, ClCI. The product is COC(=O)C1CC2(CC2)CC1c1ccccc1. As a reaction SMILES: [CH2:4]=[C:5]1[CH2:6][CH:7]([c:14]2[cH:15][cH:16][cH:17][cH:18][cH:19]2)[CH:8]([C:10](=[O:11])[O:12][CH3:13])[CH2:9]1.[Cl:1][CH2:2][I:3]>>[CH2:2]1[CH2:4][C:5]12[CH2:6][CH:7]([c:14]1[cH:15][cH:16][cH:17][cH:18][cH:19]1)[CH:8]([C:10](=[O:11])[O:12][CH3:13])[CH2:9]2. Starting materials: N1N=CC=C1N (1H-pyrazol-5-amine), C(C)OC=C(C(=O)OCC)C(=O)OCC (diethyl 2-(ethoxymethylene)malonate). Run at temperature 200 celsius. The product is N1N=CC=C1NC=C(C(=O)OCC)C(=O)OCC (diethyl 2-((1H-pyrazol-5-ylamino)methylene)malonate). RXN SMILES: [NH:1]1[C:5]([NH2:6])=[CH:4][CH:3]=[N:2]1.C(O[CH:10]=[C:11]([C:17]([O:19][CH2:20][CH3:21])=[O:18])[C:12]([O:14][CH2:15][CH3:16])=[O:13])C>>[NH:1]1[C:5]([NH:6][CH:10]=[C:11]([C:12]([O:14][CH2:15][CH3:16])=[O:13])[C:17]([O:19][CH2:20][CH3:21])=[O:18])=[CH:4][CH:3]=[N:2]1. Procedure details: A mixture of 1H-pyrazol-5-amine 1 (2 g, 24.1 mmol) and diethyl 2-(ethoxymethylene)malonate (10.4 g, 48.2 mmol) was heated at 200° C. until the starting material was consumed completely. The reaction mixture was allowed to cool to room temperature and EtOH (10 mL) was added. A precipitate formed, which was removed by filtration, washed with EtOH and dried under vacuum to give diethyl 2-((1H-pyrazol-5-ylamino)methylene)malonate; 4.0 g (66%). 1H NMR (300 MHz, CDCl3) δ 10.95 (d, J=13.5 Hz, 1H), 8.60... Reactants: C(C1=CC=CC=C1)[C@@H]1[C@@H](CN(CC1)CCS(=O)(=O)C1=CC=C(C=C1)O)O ((3S,4S)-4-[2-(4-benzyl-3-hydroxy-piperidin-1-yl)-ethanesulfonyl]-phenol), C(C)(C)(C)OC(=O)N(C)CC1=CC=C(C(=O)O)C=C1 (4-[(tert-butoxycarbonyl-methyl-amino)-methyl]-benzoic acid). Product: C(C1=CC=CC=C1)[C@@H]1[C@@H](CN(CC1)CCS(=O)(=O)C1=CC=C(C=C1)OC(C1=CC=C(C=C1)CN(C)C(=O)OC(C)(C)C)=O)O (4-[(tert-Butoxycarbonyl-methyl-amino)-methyl]-benzoic Acid (3S,4S)-4-[2-(4-benzyl-3-hydroxy-piperidin-1-yl)-ethanesulfonyl]-phenyl Ester). Isolated yield 99.0%. As a reaction SMILES: [CH2:1]([C@H:8]1[CH2:13][CH2:12][N:11]([CH2:14][CH2:15][S:16]([C:19]2[CH:24]=[CH:23][C:22]([OH:25])=[CH:21][CH:20]=2)(=[O:18])=[O:17])[CH2:10][C@H:9]1[OH:26])[C:2]1[CH:7]=[CH:6][CH:5]=[CH:4][CH:3]=1.[C:27]([O:31][C:32]([N:34]([CH2:36][C:37]1[CH:45]=[CH:44][C:40]([C:41](O)=[O:42])=[CH:39][CH:38]=1)[CH3:35])=[O:33])([CH3:30])([CH3:29])[CH3:28]>>[CH2:1]([C@H:8]1[CH2:13][CH2:12][N:11]([CH2:14][CH2:15][S:16]([C:19]2[CH:24]=[CH:23][C:22]([O:25][C:41](=[O:42])[C:40]3[CH:39]=[CH:38][C:37]([CH2:36][N:34]([C:32]([O:31][C:27]([CH3:29])([CH3:28])[CH3:30])=[O:33])[CH3:35])=[CH:45][CH:44]=3)=[CH:21][CH:20]=2)(=[O:18])=[O:17])[CH2:10][C@H:9]1[OH:26])[C:2]1[CH:7]=[CH:6][CH:5]=[CH:4][CH:3]=1. Reported procedure: The title compound was prepared from (3S,4S)-4-[2-(4-benzyl-3-hydroxy-piperidin-1-yl)-ethanesulfonyl]-phenol and 4-[(tert-butoxycarbonyl-methyl-amino)-methyl]-benzoic acid in 99% yield as a light brown oil. Reactants: COC(=O)CBr, O=Cc1cc(Cl)ccc1O, [K+], [K+], O=C([O-])[O-], CN(C)C=O. Yields the product COC(=O)COc1ccc(Cl)cc1C=O. As a reaction SMILES: [CH3:11][O:12][C:13]([CH2:14][Br:15])=[O:16].[Cl:1][c:2]1[cH:3][cH:4][c:5]([OH:10])[c:6]([CH:7]=[O:8])[cH:9]1.[K+:17].[K+:18].[O-:19][C:20]([O-:21])=[O:22].[O:23]=[CH:24][N:25]([CH3:26])[CH3:27]>>[Cl:1][c:2]1[cH:3][cH:4][c:5]([O:10][CH2:14][C:13]([O:12][CH3:11])=[O:16])[c:6]([CH:7]=[O:8])[cH:9]1. Reactants: C(C)OC(=O)C1=CC(=C2C(=N1)N(C(=N2)CC)CC2=CC=C(C=C2)C2=C(C=CC=C2)C2=NN=NN2)C (5-(ethoxycarbonyl)-2-ethyl-7-methyl-3-(2'-(tetrazol-5-yl)biphen-4-yl)methyl-3H-imidazo[4,5-b]pyridine), N1CCOCC1 (morpholine), [H-].[Na+] (NaH), CC(=O)O (HOAc). Solvent: C1CCOC1 (THF). Reaction conditions: time 16 hour. Product: C(C)C1=NC=2C(=NC(=CC2C)C(=O)N2CCOCC2)N1CC1=CC=C(C=C1)C1=C(C=CC=C1)C1=NN=NN1 (2-Ethyl-7-methyl-5-(morpholin-4-yl)carbonoyl-3-(2'-(tetrazol-5-yl)biphen-4-yl)methyl-3H-imidazo[4,5-b]pyridine). RXN SMILES: C([O:3][C:4]([C:6]1[N:11]=[C:10]2[N:12]([CH2:17][C:18]3[CH:23]=[CH:22][C:21]([C:24]4[CH:29]=[CH:28][CH:27]=[CH:26][C:25]=4[C:30]4[NH:34][N:33]=[N:32][N:31]=4)=[CH:20][CH:19]=3)[C:13]([CH2:15][CH3:16])=[N:14][C:9]2=[C:8]([CH3:35])[CH:7]=1)=O)C.[NH:36]1[CH2:41][CH2:40][O:39][CH2:38][CH2:37]1.[H-].[Na+].CC(O)=O>C1COCC1>[CH2:15]([C:13]1[N:12]([CH2:17][C:18]2[CH:19]=[CH:20][C:21]([C:24]3[CH:29]=[CH:28][CH:27]=[CH:26][C:25]=3[C:30]3[NH:34][N:33]=[N:32][N:31]=3)=[CH:22][CH:23]=2)[C:10]2=[N:11][C:6]([C:4]([N:36]3[CH2:41][CH2:40][O:39][CH2:38][CH2:37]3)=[O:3])=[CH:7][C:8]([CH3:35])=[C:9]2[N:14]=1)[CH3:16] |f:2.3|. Procedure: To 5-(ethoxycarbonyl)-2-ethyl-7-methyl-3-(2'-(tetrazol-5-yl)biphen-4-yl)methyl-3H-imidazo[4,5-b]pyridine (30 mg) in THF (1 mL) at RT was added 0.25 mL of morpholine and NaH (20 mg of an 80% dispersion). After stirring for 16 hours, 1% aqueous HOAc (2 mL) was added. Extractive workup (EtOAc), and purification (SiO2, 75/25/1 CH2Cl2 /MeOH/NH4OH) gave 10 mg of a solid.